Dataset: the Open Reaction Database (ORD), a public repository of structured organic reaction records. Task: describe an organic reaction: reactants, conditions, products, and yield Reactants: P(=O)(Br)(Br)Br (POBr3), OC1=NC=C(C=C1[N+](=O)[O-])F (2-hydroxy-3-nitro-5-fluoropyridine), BrC1=NC=C(C=C1[N+](=O)[O-])F (2-bromo-3-nitro-5-fluoro pyridine). Yields the product FC1=C2C=CNC2=C(N=C1)Br (4-fluoro-7-bromo-6-azaindol). As a reaction SMILES: P(Br)(Br)(Br)=O.O[C:7]1[C:12]([N+]([O-])=O)=CC(F)=CN=1.[Br:17][C:18]1[C:23]([N+:24]([O-])=O)=[CH:22][C:21]([F:27])=[CH:20][N:19]=1>>[F:27][C:21]1[CH:20]=[N:19][C:18]([Br:17])=[C:23]2[C:22]=1[CH:7]=[CH:12][NH:24]2. Procedure: Scheme 80 is a preferred method for making compounds of Formula I and Ia where R2 is fluoro. This is exemplified specifically in the preparation of compound Example 216. The synthesis of 2-hydroxy-3-nitro-5-fluoropyridine 5-80 as shown was carried out generally via the methods of A. Marfat and R. P. Robinson U.S. Pat. No. 5,811,432 (column 25, example 5) and Nesnow and Heidleberger (J. Heterocyclic Chem. 1973, 10, pg 779) except that a number of procedural enhancements were incorporated as noted...